This data is from the Open Reaction Database (ORD), a public repository of structured organic reaction records. The task is: describe an organic reaction: reactants, conditions, products, and yield The reactants are CCO, Cl, [H][H], [OH-], [OH-], O, [Pd+2], O=S(=O)(CC1CN(C(c2ccccc2)c2ccccc2)C1)c1ccccc1F. Product: Cl, O=S(=O)(CC1CNC1)c1ccccc1F. As a reaction SMILES: [CH3:32][CH2:33][OH:34].[ClH:31].[H:29][H:30].[OH-:36].[OH-:38].[OH2:35].[Pd+2:37].[c:1]1([CH:2]([c:3]2[cH:4][cH:5][cH:6][cH:7][cH:23]2)[N:8]2[CH2:9][CH:10]([CH2:12][S:13](=[O:14])(=[O:15])[c:16]3[c:17]([F:22])[cH:18][cH:19][cH:20][cH:21]3)[CH2:11]2)[cH:24][cH:25][cH:26][cH:27][cH:28]1>>[ClH:31].[NH:8]1[CH2:9][CH:10]([CH2:12][S:13](=[O:14])(=[O:15])[c:16]2[c:17]([F:22])[cH:18][cH:19][cH:20][cH:21]2)[CH2:11]1. The reactants are C(C)(=O)OC(C)=O (acetic anhydride), ClCCCCSC1=C(C=CC=C1)C=NCCCC (N-{2-[(4-chlorobutyl)thio]phenylmethylene}-1-butanamine), [N+](=O)([O-])CC(C)=O (nitroacetone). Solvent: C1=CC=CC=C1 (benzene). Conditions: time 8 hour. The product is ClCCCCSC1=C(C=CC=C1)C=C(C(C)=O)[N+](=O)[O-] (4-{2-[(4-Chlorobutyl)thio]phenyl}-3-nitro-3-buten-2-one). Reaction SMILES: [Cl:1][CH2:2][CH2:3][CH2:4][CH2:5][S:6][C:7]1[CH:12]=[CH:11][CH:10]=[CH:9][C:8]=1[CH:13]=NCCCC.C(OC(=O)C)(=O)C.[N+:26]([CH2:29][C:30](=[O:32])[CH3:31])([O-:28])=[O:27]>C1C=CC=CC=1>[Cl:1][CH2:2][CH2:3][CH2:4][CH2:5][S:6][C:7]1[CH:12]=[CH:11][CH:10]=[CH:9][C:8]=1[CH:13]=[C:29]([N+:26]([O-:28])=[O:27])[C:30](=[O:32])[CH3:31]. Procedure details: To a 2 liter 4-neck round-bottom flask fitted with mechanical stirrer and thermowell, under a nitrogen atmosphere, was added 138.2 g of N-{2-[(4-chlorobutyl)thio]phenylmethylene}-1-butanamine and 350 ml of benzene, followed by 91.9 ml of acetic anhydride. The mixture was cooled in an ice water bath as 50.18 g of nitroacetone was added. The bath was permitted to warm to room temperature and the reaction stirred overnight. The solvent was removed by rotary evaporation and the product was partition... The reactants are S(N)(=O)(=O)Cl (sulfamoyl chloride), NC1=CC=C(C=C1)C1=CC=C(C=C1)O (4′-aminobiphenyl-4-ol), [Cl-].[Na+] (sodium chloride). The solvent is CN(C(C)=O)C (N,N-dimethylacetamide). Run at time 2.4 hour. Product: S(N)(OC1=CC=C(C=C1)C1=CC=C(C=C1)NS(N)(=O)=O)(=O)=O (4′-(sulfamoylamino)biphenyl-4-yl sulfamate). The yield is 52.7%. Reaction SMILES: [NH2:1][C:2]1[CH:7]=[CH:6][C:5]([C:8]2[CH:13]=[CH:12][C:11]([OH:14])=[CH:10][CH:9]=2)=[CH:4][CH:3]=1.[S:15](Cl)(=[O:18])(=[O:17])[NH2:16].[Cl-].[Na+]>CN(C)C(=O)C>[S:15](=[O:18])(=[O:17])([O:14][C:11]1[CH:12]=[CH:13][C:8]([C:5]2[CH:4]=[CH:3][C:2]([NH:1][S:15](=[O:18])(=[O:17])[NH2:16])=[CH:7][CH:6]=2)=[CH:9][CH:10]=1)[NH2:16] |f:2.3|. Reported procedure: 43 mg of 4′-aminobiphenyl-4-ol was dissolved in 0.7 ml of N,N-dimethylacetamide, and 107 mg of sulfamoyl chloride was added thereto under cooling with ice, followed by stirring at room temperature for 2.4 hours. After the reaction mixture was poured into a saturated aqueous solution of sodium chloride, the product was extracted with ethyl acetate. The organic layer was washed with water and dried over anhydrous magnesium sulfate. After the solvent was distilled off, the resulting crude product w... Reactants: CC(C)(C)OC(=O)N1c2ccccc2CC1c1nn(C(=O)OC(C)(C)C)c2ccc(O)cc12, ClCCl, O=P(Cl)(c1ccccc1)c1ccccc1, c1c[nH]cn1. The product is CC(C)(C)OC(=O)N1c2ccccc2CC1c1nn(C(=O)OC(C)(C)C)c2ccc(OP(=O)(c3ccccc3)c3ccccc3)cc12. As a reaction SMILES: [C:21]([CH3:22])([CH3:23])([CH3:24])[O:25][C:26](=[O:27])[n:28]1[n:29][c:30]([CH:38]2[N:39]([C:47](=[O:48])[O:49][C:50]([CH3:51])([CH3:52])[CH3:53])[c:40]3[cH:41][cH:42][cH:43][cH:44][c:45]3[CH2:46]2)[c:31]2[cH:32][c:33]([OH:37])[cH:34][cH:35][c:36]12.[Cl:54][CH2:55][Cl:56].[c:6]1([P:12](=[O:13])([c:14]2[cH:15][cH:16][cH:17][cH:18][cH:19]2)[Cl:20])[cH:7][cH:8][cH:9][cH:10][cH:11]1.[nH:1]1[cH:2][cH:3][n:4][cH:5]1>>[c:6]1([P:12](=[O:13])([c:14]2[cH:15][cH:16][cH:17][cH:18][cH:19]2)[O:37][c:33]2[cH:32][c:31]3[c:30]([CH:38]4[N:39]([C:47](=[O:48])[O:49][C:50]([CH3:51])([CH3:52])[CH3:53])[c:40]5[cH:41][cH:42][cH:43][cH:44][c:45]5[CH2:46]4)[n:29][n:28]([C:26]([O:25][C:21]([CH3:22])([CH3:23])[CH3:24])=[O:27])[c:36]3[cH:35][cH:34]2)[cH:7][cH:8][cH:9][cH:10][cH:11]1. The reactants are CO, COC(=O)C1C(C)(C)C1(C#N)C(=O)OC, [K+], [OH-], O. Yields the product COC(=O)C1C(C)(C)C1(C#N)C(=O)O. Reaction SMILES: [CH3:18][OH:19].[CH3:1][O:2][C:3](=[O:4])[C:5]1([C:14]#[N:15])[CH:6]([C:10](=[O:11])[O:12][CH3:13])[C:7]1([CH3:8])[CH3:9].[K+:17].[OH-:16].[OH2:20]>>[O:2]=[C:3]([OH:4])[C:5]1([C:14]#[N:15])[CH:6]([C:10](=[O:11])[O:12][CH3:13])[C:7]1([CH3:8])[CH3:9].